Dataset: the Open Reaction Database (ORD), a public repository of structured organic reaction records. Task: describe an organic reaction: reactants, conditions, products, and yield The reactants are C(C)(C)(C)OC(=O)N1[C@@H](CC[C@@H]1C)C1=NC2=C(N1)C1=CC3=C(C=C1CC2)C2=CC=C(C=C2CO3)C3=CN=C(N3)[C@H]3N([C@H](CC3)C)C(=O)OC(C)(C)C.C(C)(C)(C)OC(=O)N3[C@@H](CC[C@@H]3C)C3=NC2=C(N3)C3=CC1=C(C=C3C=C2)C2=CC=C(C=C2CO1)C1=CN=C(N1)[C@H]1N([C@H](CC1)C)C(=O)OC(C)(C)C (Tert-butyl (2S,5S)-2-(5-{2-[(2S,5S)-1-(tert-butoxycarbonyl)-5-methylpyrrolidin-2-yl]-1,11-dihydroisochromeno[4′,3′:6,7]naphtho[1,2-d]imidazol-9-yl}-1H-imidazol-2-yl)-5-methylpyrrolidine-1-carboxylate Tert-butyl (2S,5S)-2-(9-{2-[(2S,5S)-1-(tert-butoxycarbonyl)-5-methylpyrrolidin-2-yl]-1H-imidazol-5-yl}-1,4,5,11-tetrahydroisochromeno[4′,3′:6,7]naphtho[1,2-d]imidazol-2-yl)-5-methylpyrrolidine-1-carboxylate). The reagents and catalysts are O=[Mn]=O (MnO2). Run in C(Cl)Cl (DCM). Run at temperature 40 celsius, time 2.5 hour. Yields the product C(C)(C)(C)OC(=O)N1[C@@H](CC[C@@H]1C)C1=NC2=C(N1)C1=CC3=C(C=C1C=C2)C2=CC=C(C=C2CO3)C3=CN=C(N3)[C@H]3N([C@H](CC3)C)C(=O)OC(C)(C)C (tert-butyl (2S,5S)-2-(5-{2-[(2S,5S)-1-(tert-butoxycarbonyl)-5-methylpyrrolidin-2-yl]-1,11-dihydroisochromeno[4′,3′:6,7]naphtho[1,2-d]imidazol-9-yl}-1H-imidazol-2-yl)-5-methylpyrrolidine-1-carboxylate). Isolated yield 84.6%. RXN SMILES: [C:1]([O:5][C:6]([N:8]1[C@@H:12]([CH3:13])[CH2:11][CH2:10][C@H:9]1[C:14]1[NH:18][C:17]2[C:19]3[C:24]([CH2:25][CH2:26][C:16]=2[N:15]=1)=[CH:23][C:22]1[C:27]2[C:32]([CH2:33][O:34][C:21]=1[CH:20]=3)=[CH:31][C:30]([C:35]1[NH:39][C:38]([C@@H:40]3[CH2:44][CH2:43][C@H:42]([CH3:45])[N:41]3[C:46]([O:48][C:49]([CH3:52])([CH3:51])[CH3:50])=[O:47])=[N:37][CH:36]=1)=[CH:29][CH:28]=2)=[O:7])([CH3:4])([CH3:3])[CH3:2].C(OC(N1[C@@H](C)CC[C@H]1C1NC2C3C(C=CC=2N=1)=CC1C2C(COC=1C=3)=CC(C1NC([C@@H]3CC[C@H](C)N3C(OC(C)(C)C)=O)=NC=1)=CC=2)=O)(C)(C)C>C(Cl)Cl.O=[Mn]=O>[C:1]([O:5][C:6]([N:8]1[C@@H:12]([CH3:13])[CH2:11][CH2:10][C@H:9]1[C:14]1[NH:18][C:17]2[C:19]3[C:24]([CH:25]=[CH:26][C:16]=2[N:15]=1)=[CH:23][C:22]1[C:27]2[C:32]([CH2:33][O:34][C:21]=1[CH:20]=3)=[CH:31][C:30]([C:35]1[NH:39][C:38]([C@@H:40]3[CH2:44][CH2:43][C@H:42]([CH3:45])[N:41]3[C:46]([O:48][C:49]([CH3:51])([CH3:50])[CH3:52])=[O:47])=[N:37][CH:36]=1)=[CH:29][CH:28]=2)=[O:7])([CH3:4])([CH3:2])[CH3:3] |f:0.1|. Reported procedure: Tert-butyl (2S,5S)-2-(5-{2-[(2S,5S)-1-(tert-butoxycarbonyl)-5-methylpyrrolidin-2-yl]-1,11-dihydroisochromeno[4′,3′:6,7]naphtho[1,2-d]imidazol-9-yl}-1H-imidazol-2-yl)-5-methylpyrrolidine-1-carboxylate Tert-butyl (2S,5S)-2-(9-{2-[(2S,5S)-1-(tert-butoxycarbonyl)-5-methylpyrrolidin-2-yl]-1H-imidazol-5-yl}-1,4,5,11-tetrahydroisochromeno[4′,3′:6,7]naphtho[1,2-d]imidazol-2-yl)-5-methylpyrrolidine-1-carboxylate (393 mg, 0.55 mmol) was suspended in DCM (7 mL) and activated MnO2 (1.45 g, 16.7 mmol) was ad... Starting materials: O=C(O)Cc1ccc(C(F)(F)F)cc1, CNOC. The reagents and catalysts are C[N+]1(CCOCC1)C2=NC(=NC(=N2)OC)OC.[Cl-] (DMTMM), CCN(C(C)C)C(C)C (DIPEA). Solvent: CN(C)C=O (DMF), CN(C)C=O (DMF), CN(C)C=O (DMF), CN(C)C=O (DMF), CN(C)C=O (DMF), CN(C)C=O (DMF). Reaction conditions: temperature 25 celsius, time 2 hour. Product: CON(C)C(=O)Cc1ccc(C(F)(F)F)cc1. Isolated yield 12.1%. Reaction SMILES: CNOC.O=C(O)Cc1ccc(C(F)(F)F)cc1.C[N+]1(CCOCC1)C2=NC(=NC(=N2)OC)OC.[Cl-].CCN(C(C)C)C(C)C.CN(C)C=O>>CON(C)C(=O)Cc1ccc(C(F)(F)F)cc1. Reactants: ClC=1C=C(C=C(C1)Cl)SC1=C(N=C(N1COCCO)C)C(C)C (5-(3,5-Dichlorophenylthio)-4-isopropyl-1-[2-hydroxyethoxymethyl]-2-methyl-1H-imidazole), enol ether, COC1=CCCCCCCCCCC1 (1-methoxycyclododecene). The product is C1(=CCCCCCCCCCC1)OCCOCN1C(=NC(=C1SC1=CC(=CC(=C1)Cl)Cl)C(C)C)C (1 -[2-(Cyclododecen-1 -yloxy)ethoxymethyl]-5-(3,5-dichlorophenylthio)-4-isopropyl-2-methyl-1H-imidazole). The yield is 78.9%. RXN SMILES: [Cl:1][C:2]1[CH:3]=[C:4]([S:9][C:10]2[N:14]([CH2:15][O:16][CH2:17][CH2:18][OH:19])[C:13]([CH3:20])=[N:12][C:11]=2[CH:21]([CH3:23])[CH3:22])[CH:5]=[C:6]([Cl:8])[CH:7]=1.CO[C:26]1[CH2:37][CH2:36][CH2:35][CH2:34][CH2:33][CH2:32][CH2:31][CH2:30][CH2:29][CH2:28][CH:27]=1>>[C:26]1([O:19][CH2:18][CH2:17][O:16][CH2:15][N:14]2[C:10]([S:9][C:4]3[CH:5]=[C:6]([Cl:8])[CH:7]=[C:2]([Cl:1])[CH:3]=3)=[C:11]([CH:21]([CH3:23])[CH3:22])[N:12]=[C:13]2[CH3:20])[CH2:37][CH2:36][CH2:35][CH2:34][CH2:33][CH2:32][CH2:31][CH2:30][CH2:29][CH2:28][CH:27]=1. Procedure details: The compound 8 (375 mg, 1 mmol) was converted to the enol ether with 1-methoxycyclododecene (589 mg, 3 mmol) in the same manner as the example 10 to give the compound 13 (426 mg, 79 %) as oil. Rf 0.57 (Al2O3 60, Type E, 10:1 toluene - EtOAc). Starting materials: OC1[C@H](N)[C@@H](O)[C@H](O)[C@H](O1)CO (D-glucosamine), P(=O)(O)(O)OC[C@H]([C@H]([C@@H](C(CO)=O)O)O)O (fructose 6-phosphate). Product: C([C@@H]1[C@@H](O)[C@H](O)[C@H](O1)CO)O (2,5-anhydro-D-mannitol). As a reaction SMILES: [OH:1][CH:2]1[O:10][C@H:9]([CH2:11][OH:12])[C@@H:7]([OH:8])[C@H:5]([OH:6])[C@H:3]1N.P(OC[C@@H](O)[C@@H](O)[C@H](O)C(=O)CO)(O)(O)=O>>[CH2:11]([OH:12])[C@H:9]1[O:10][C@H:3]([CH2:2][OH:1])[C@@H:5]([OH:6])[C@@H:7]1[OH:8]. Procedure: D-mannitol was obtained commercially (Pfanstiehl Laboratories, Waukegan, IL). 2,5-anhydro-D-mannitol was prepared by deamination and reduction of D-glucosamine according to a known procedure of Bera, D. C., Foster, A. B. and Stacey, N., J. Chem. Soc. (1956) p. 4531-4541. The fructose 6-phosphate site of phosphofructokinase. J. Biol. Chem. (1974) 249:5749-5754. The reactants are BrC1=CC(=C(C=C1F)C1CC(CC1)N1C(C2=CC=CC=C2C1=O)=O)F (2-[3-(4-bromo-2,5-difluorophenyl)cyclopentyl]-1H-isoindole-1,3-(2H)-dione), Cl (hydrochloric acid). Solvent: C(C)O (ethanol), C(C)O (ethanol). Product: Cl.BrC1=CC(=C(C=C1F)C1CC(CC1)N)F (3-(4-Bromo-2,5-difluorophenyl)cyclopentylamine hydrochloride). Reaction SMILES: [Br:1][C:2]1[C:7]([F:8])=[CH:6][C:5]([CH:9]2[CH2:13][CH2:12][CH:11]([N:14]3C(=O)C4C(=CC=CC=4)C3=O)[CH2:10]2)=[C:4]([F:25])[CH:3]=1.[ClH:26]>C(O)C>[ClH:26].[Br:1][C:2]1[C:7]([F:8])=[CH:6][C:5]([CH:9]2[CH2:13][CH2:12][CH:11]([NH2:14])[CH2:10]2)=[C:4]([F:25])[CH:3]=1 |f:3.4|. Procedure: A solution of 20.3 g (50 mmol) of 2-[3-(4-bromo-2,5-difluorophenyl)cyclopentyl]-1H-isoindole-1,3-(2H)-dione in 100 ml of concentrated hydrochloric acid and 100 ml of ethanol was heated at reflux for 4 hours. The ethanol was allowed to evaporate and the aqueous acid mixture was heated at reflux for 4 additional hours. The solution was filtered through a fiber glass pad to remove some insoluble material and the filtrate was evaporated in vacuo. The residue was triturated with ethanol which was als...